Dataset: the Open Reaction Database (ORD), a public repository of structured organic reaction records. Task: describe an organic reaction: reactants, conditions, products, and yield Reactants: CCOC(=O)C(C)(Cc1ccc(OCc2ccccc2)cc1)Oc1ccccc1, CCO, [H][H]. The product is CCOC(=O)C(C)(Cc1ccc(O)cc1)Oc1ccccc1. As a reaction SMILES: [CH2:1]([CH3:2])[O:3][C:4]([C:5]([CH2:6][c:7]1[cH:8][cH:9][c:10]([O:13][CH2:14][c:15]2[cH:16][cH:17][cH:18][cH:19][cH:20]2)[cH:11][cH:12]1)([CH3:21])[O:22][c:23]1[cH:24][cH:25][cH:26][cH:27][cH:28]1)=[O:29].[CH3:32][CH2:33][OH:34].[H:30][H:31]>>[CH2:1]([CH3:2])[O:3][C:4]([C:5]([CH2:6][c:7]1[cH:8][cH:9][c:10]([OH:13])[cH:11][cH:12]1)([CH3:21])[O:22][c:23]1[cH:24][cH:25][cH:26][cH:27][cH:28]1)=[O:29]. Starting materials: CN1N=NC(=C1COC1=NC=C(C(=O)O)C=C1)C1=CC=CC=C1 (6-(3-methyl-5-phenyl-3H-[1,2,3]triazol-4-ylmethoxy)-nicotinic acid), FC(CN)(F)F (2,2,2-trifluoroethylamine). Product: CN1N=NC(=C1COC1=NC=C(C(=O)NCC(F)(F)F)C=C1)C1=CC=CC=C1 (6-(3-Methyl-5-phenyl-3H-[1,2,3]triazol-4-ylmethoxy)-N-(2,2,2-trifluoro-ethyl)-nicotinamide). Yield: 58.0%. As a reaction SMILES: [CH3:1][N:2]1[C:6]([CH2:7][O:8][C:9]2[CH:17]=[CH:16][C:12]([C:13]([OH:15])=O)=[CH:11][N:10]=2)=[C:5]([C:18]2[CH:23]=[CH:22][CH:21]=[CH:20][CH:19]=2)[N:4]=[N:3]1.[F:24][C:25]([F:29])([F:28])[CH2:26][NH2:27]>>[CH3:1][N:2]1[C:6]([CH2:7][O:8][C:9]2[CH:17]=[CH:16][C:12]([C:13]([NH:27][CH2:26][C:25]([F:29])([F:28])[F:24])=[O:15])=[CH:11][N:10]=2)=[C:5]([C:18]2[CH:23]=[CH:22][CH:21]=[CH:20][CH:19]=2)[N:4]=[N:3]1. Procedure: As described for example 2b, 6-(3-methyl-5-phenyl-3H-[1,2,3]triazol-4-ylmethoxy)-nicotinic acid (155 mg, 0.5 mmol) was converted, using 2,2,2-trifluoroethylamine instead of 4-aminotetrahydropyran, to the title compound (127 mg, 58%) which was obtained as a white solid after a further recrystallisation from ethyl acetate. MS: m/e=392.1 [M+H]+. The reactants are C1=CC=C2C(=C1)C=CC=C2C[C@@H](C(=O)O)N (L-1-naphthylalanine), N1(CCOCC1)C(=O)Cl (morpholine-4-carbonyl chloride). The solvent is [OH-].[Na+] (NaOH), C(=O)([O-])[O-].[Na+].[Na+] (Na2CO3). Reaction conditions: time 2 hour. The product is N1(CCOCC1)C(=O)N[C@H](C(=O)O)CC1=CC=CC2=CC=CC=C12 ((2S)-2-[(morpholine-4-carbonyl)-amino]-3-naphthalen-1-yl-propionic acid). The yield is 38.1%. As a reaction SMILES: [CH:1]1[CH:6]=[C:5]2[CH:7]=[CH:8][CH:9]=[C:10]([CH2:11][C@H:12]([NH2:16])[C:13]([OH:15])=[O:14])[C:4]2=[CH:3][CH:2]=1.[N:17]1([C:23](Cl)=[O:24])[CH2:22][CH2:21][O:20][CH2:19][CH2:18]1>[OH-].[Na+].C([O-])([O-])=O.[Na+].[Na+]>[N:17]1([C:23]([NH:16][C@@H:12]([CH2:11][C:10]2[C:4]3[C:5](=[CH:6][CH:1]=[CH:2][CH:3]=3)[CH:7]=[CH:8][CH:9]=2)[C:13]([OH:15])=[O:14])=[O:24])[CH2:22][CH2:21][O:20][CH2:19][CH2:18]1 |f:2.3,4.5.6|. Reported procedure: To a solution of L-1-naphthylalanine (215 mg, 1 mmol) (Peptech Corp.) in 5 mL 1N NaOH and 0.5 mL saturated Na2CO3 (resulting solution at pH 10) was added morpholine-4-carbonyl chloride (150 mg, 1.0 mmol) dissolved in 5 mL. Afterwards, the reaction mixture was stirred at room temperature for 2 h. The alkaline solution was extracted once with ether (10 mL) and the aqueous phase was acidified with 1N HCl. This was extracted twice with 20 mL EtOAc, and the combined organic phases were washed with 50... Reactants: S1C(NC2=C1C=CC=C2)=O (3H-benzothiazol-2-one), N(=C=O)CCCCCCC (1-isocyanatoheptane). The solvent is O1CCOCC1 (dioxane). Yields the product O=C1SC2=C(N1)C=CC=C2.CCC(CCCC)C(=O)N (2-Oxobenzothiazole 3-heptylcarboxamide). Reaction SMILES: [S:1]1[C:5]2[CH:6]=[CH:7][CH:8]=[CH:9][C:4]=2[NH:3][C:2]1=[O:10].N([CH2:14][CH2:15][CH2:16][CH2:17][CH2:18][CH2:19][CH3:20])=C=O>O1CCOCC1>[O:10]=[C:2]1[NH:3][C:4]2[CH:9]=[CH:8][CH:7]=[CH:6][C:5]=2[S:1]1.[CH3:20][CH2:19][CH:18]([C:2]([NH2:3])=[O:10])[CH2:17][CH2:16][CH2:15][CH3:14] |f:3.4|. Procedure: 300 mg (1.98 mmol) of 3H-benzothiazol-2-one were reacted in analogy to Example 1 with 336 mg (2.38 mmol) of 1-isocyanatoheptane in dioxane at 80° C. Yield: 125 mg (22%), M+H+: 293.11. The reactants are N[C@@H]1CC[C@H](CC1)N (trans-1,4-diaminocyclohexane), CC=1N(C2=CC=CC=C2C1)C1=C2N=CN=C2N=C(N1)Cl (6-(2-methyl-1H-indol-1-yl)-2-chloro-1H-purine). Reaction conditions: temperature 140 celsius. Product: CC=1N(C2=CC=CC=C2C1)C1=C2N=CNC2=NC(=N1)N[C@@H]1CC[C@H](CC1)N (Trans-N-[6-(2-methyl-1H-indol-1-yl)-9H-purin-2-yl]-1,4-cyclohexanediamine). The yield is 24.1%. RXN SMILES: [NH2:1][C@H:2]1[CH2:7][CH2:6][C@H:5]([NH2:8])[CH2:4][CH2:3]1.[CH3:9][C:10]1[N:11]([C:19]2[NH:27][C:26](Cl)=[N:25][C:24]3[C:20]=2[N:21]=[CH:22][N:23]=3)[C:12]2[C:17]([CH:18]=1)=[CH:16][CH:15]=[CH:14][CH:13]=2>>[CH3:9][C:10]1[N:11]([C:19]2[N:27]=[C:26]([NH:1][C@H:2]3[CH2:7][CH2:6][C@H:5]([NH2:8])[CH2:4][CH2:3]3)[N:25]=[C:24]3[C:20]=2[N:21]=[CH:22][NH:23]3)[C:12]2[C:17]([CH:18]=1)=[CH:16][CH:15]=[CH:14][CH:13]=2. Procedure details: The same procedure as in stage 2 of Example 1 is carried out, starting from 684 mg of trans-1,4-diaminocyclohexane and 166 mg of the product obtained in stage 2 above, and the mixture is heated at 140° C. for 6 hours. Purification is carried out on silica with MeOH—NH4OH: 98-2 for eluent, and 51 mg of expected product are thus obtained, in the form of beige-colored crystals. The reactants are ClC(C(O)O)(Cl)Cl (chloral hydrate), C(C(C)O)O (propylene-glycol), S(O)(O)(=O)=O (sulphuric acid). The product is ClC(C1OCCCO1)(Cl)Cl (2-trichloromethyl-1,3-dioxane). As a reaction SMILES: [Cl:1][C:2]([Cl:7])([Cl:6])[CH:3]([OH:5])[OH:4].[CH2:8](O)[CH:9](O)[CH3:10].S(=O)(=O)(O)O>>[Cl:1][C:2]([Cl:7])([Cl:6])[CH:3]1[O:5][CH2:10][CH2:9][CH2:8][O:4]1. Procedure details: 21.6 g of chloral hydrate are admixed with 9.6 g of propylene-glycol, then 16.8 ml of concentrated sulphuric acid are added. It is heated at 60°-70° C. for two hours and after dilution with 60 ml of water it is extracted two times with 60 ml of chloroform. The chloroformic phase is washed with water and sodium hydrogen carbonate, dried on magnesium sulfate, then the product is vacuum distilled after distilling off the chloroform.